This data is from the Open Reaction Database (ORD), a public repository of structured organic reaction records. The task is: describe an organic reaction: reactants, conditions, products, and yield Reactants: BrC=1N=C(N(C1)C(C1=CC=CC=C1)(C1=CC=CC=C1)C1=CC=CC=C1)C(NC1=CC=C(C=C1)C1=NOC(=N1)C)C1=C(C(=CC(=C1)OCC)OC(C)C)F (N-((4-bromo-1-trityl-1H-imidazol-2-yl)(5-ethoxy-2-fluoro-3-isopropoxyphenyl)methyl)-4-(5-methyl-1,2,4-oxadiazol-3-yl)benzenamine), C(=O)C1=C(C=CC=C1)B(O)O (2-formyl phenylboronic acid), C(=O)([O-])[O-].[Na+].[Na+] (Na2CO3). Run in COCCOC.O (DME H2O). Reaction conditions: temperature 150 celsius. The product is C(C)OC=1C=C(C(=C(C1)C(C=1N(C=C(N1)C1=C(C=O)C=CC=C1)C(C1=CC=CC=C1)(C1=CC=CC=C1)C1=CC=CC=C1)NC1=CC=C(C=C1)C1=NOC(=N1)C)F)OC(C)C (2-(2-((5-ethoxy-2-fluoro-3-isopropoxyphenyl)(4-(5-methyl-1,2,4-oxadiazol-3-yl)phenylamino)methyl)-1-trityl-1H-imidazol-4-yl)benzaldehyde). The yield is 96.4%. Reaction SMILES: Br[C:2]1[N:3]=[C:4]([CH:26]([C:40]2[CH:45]=[C:44]([O:46][CH2:47][CH3:48])[CH:43]=[C:42]([O:49][CH:50]([CH3:52])[CH3:51])[C:41]=2[F:53])[NH:27][C:28]2[CH:33]=[CH:32][C:31]([C:34]3[N:38]=[C:37]([CH3:39])[O:36][N:35]=3)=[CH:30][CH:29]=2)[N:5]([C:7]([C:20]2[CH:25]=[CH:24][CH:23]=[CH:22][CH:21]=2)([C:14]2[CH:19]=[CH:18][CH:17]=[CH:16][CH:15]=2)[C:8]2[CH:13]=[CH:12][CH:11]=[CH:10][CH:9]=2)[CH:6]=1.[CH:54]([C:56]1[CH:61]=[CH:60][CH:59]=[CH:58][C:57]=1B(O)O)=[O:55].C([O-])([O-])=O.[Na+].[Na+]>COCCOC.O>[CH2:47]([O:46][C:44]1[CH:43]=[C:42]([O:49][CH:50]([CH3:51])[CH3:52])[C:41]([F:53])=[C:40]([CH:26]([NH:27][C:28]2[CH:29]=[CH:30][C:31]([C:34]3[N:38]=[C:37]([CH3:39])[O:36][N:35]=3)=[CH:32][CH:33]=2)[C:4]2[N:5]([C:7]([C:14]3[CH:15]=[CH:16][CH:17]=[CH:18][CH:19]=3)([C:20]3[CH:25]=[CH:24][CH:23]=[CH:22][CH:21]=3)[C:8]3[CH:13]=[CH:12][CH:11]=[CH:10][CH:9]=3)[CH:6]=[C:2]([C:57]3[CH:58]=[CH:59][CH:60]=[CH:61][C:56]=3[CH:54]=[O:55])[N:3]=2)[CH:45]=1)[CH3:48] |f:2.3.4,5.6|. Procedure: A suspension of Intermediate 66.3 (100 mg, 0.13 mmol), 2-formyl phenylboronic acid (30 mg, 0.2 mmol), Na2CO3 (56 mg, 0.52 mmol) in 3:1 DME/H2O (4 mL) was degassed and then added in Pd(PPh3)4 (10 mg). The reaction mixture was heated to 150° C. for 8 min in microwave. The reaction mixture was then partionated between EtOAc and sat. NaCl, the organic layer was collected and dried over (Na2SO4), filtered and concentrated. The residue was subject to chromatographic purification (0-30% EtOAc/hexanes g... Starting materials: Cc1c(C)c2c(c(C)c1O)C(c1ccc(C(C)C)cc1)C1(CCN(Cc3ccccc3)CC1)O2, COc1ccc(CCl)cc1, CN(C)C=O, [H-], [Na+], O. Yields the product COc1ccc(COc2c(C)c(C)c3c(c2C)C(c2ccc(C(C)C)cc2)C2(CCN(Cc4ccccc4)CC2)O3)cc1. RXN SMILES: [CH2:3]([c:4]1[cH:5][cH:6][cH:7][cH:8][cH:9]1)[N:10]1[CH2:11][CH2:12][C:13]2([O:14][c:15]3[c:16]([c:27]([CH3:34])[c:28]([OH:33])[c:29]([CH3:32])[c:30]3[CH3:31])[CH:17]2[c:18]2[cH:19][cH:20][c:21]([CH:24]([CH3:25])[CH3:26])[cH:22][cH:23]2)[CH2:35][CH2:36]1.[CH3:37][O:38][c:39]1[cH:40][cH:41][c:42]([CH2:43][Cl:44])[cH:45][cH:46]1.[CH3:48][N:49]([CH3:50])[CH:51]=[O:52].[H-:1].[Na+:2].[OH2:47]>>[CH2:3]([c:4]1[cH:5][cH:6][cH:7][cH:8][cH:9]1)[N:10]1[CH2:11][CH2:12][C:13]2([O:14][c:15]3[c:16]([c:27]([CH3:34])[c:28]([O:33][CH2:43][c:42]4[cH:41][cH:40][c:39]([O:38][CH3:37])[cH:46][cH:45]4)[c:29]([CH3:32])[c:30]3[CH3:31])[CH:17]2[c:18]2[cH:19][cH:20][c:21]([CH:24]([CH3:25])[CH3:26])[cH:22][cH:23]2)[CH2:35][CH2:36]1. The reactants are [Si](C)(C)(C(C)(C)C)O[C@H]1C[C@@H](CC2=CC=C3[C@@H]4CC=C([C@H](C)O)[C@]4(CC[C@@H]3[C@@]12C)C)O[Si](C)(C)C(C)(C)C (1α,3β-bis(tert-butyldimethylsilyloxy)-20(S)-hydroxypregna-5,7,16-triene), [Cr](=O)(=O)([O-])O[Cr](=O)(=O)[O-].[NH+]1=CC=CC=C1.[NH+]1=CC=CC=C1 (pyridinium dichromate), [O-][Si](=O)[O-].[Mg+2] (Florisil). Solvent: ClCCl (dichloromethane). Reaction conditions: time 1.5 hour. Yields the product [Si](C)(C)(C(C)(C)C)O[C@H]1C[C@@H](CC2=CC=C3[C@@H]4CC=C(C(C)=O)[C@]4(CC[C@@H]3[C@@]12C)C)O[Si](C)(C)C(C)(C)C (1α,3β-bis(tert-butyldimethylsilyloxy)-20-oxopregna-5,7,16-triene). Yield: 57.6%. As a reaction SMILES: [Si:1]([O:8][C@@H:9]1[C@@:28]2([CH3:29])[C:13](=[CH:14][CH:15]=[C:16]3[C@@H:27]2[CH2:26][CH2:25][C@@:24]2([CH3:30])[C@H:17]3[CH2:18][CH:19]=[C:20]2[C@@H:21]([OH:23])[CH3:22])[CH2:12][C@@H:11]([O:31][Si:32]([C:35]([CH3:38])([CH3:37])[CH3:36])([CH3:34])[CH3:33])[CH2:10]1)([C:4]([CH3:7])([CH3:6])[CH3:5])([CH3:3])[CH3:2].[Cr](O[Cr]([O-])(=O)=O)([O-])(=O)=O.[NH+]1C=CC=CC=1.[NH+]1C=CC=CC=1.[O-][Si]([O-])=O.[Mg+2]>ClCCl>[Si:1]([O:8][C@@H:9]1[C@@:28]2([CH3:29])[C:13](=[CH:14][CH:15]=[C:16]3[C@@H:27]2[CH2:26][CH2:25][C@@:24]2([CH3:30])[C@H:17]3[CH2:18][CH:19]=[C:20]2[C:21](=[O:23])[CH3:22])[CH2:12][C@@H:11]([O:31][Si:32]([C:35]([CH3:38])([CH3:37])[CH3:36])([CH3:33])[CH3:34])[CH2:10]1)([C:4]([CH3:7])([CH3:6])[CH3:5])([CH3:3])[CH3:2] |f:1.2.3,4.5|. Reported procedure: A suspension of 1α,3β-bis(tert-butyldimethylsilyloxy)-20(S)-hydroxypregna-5,7,16-triene (600 mg, 1.07 mmol), pyridinium dichromate (610 mg, 1.61 mmol) and Florisil (3 g) in dichloromethane (10 ml) was stirred at room temperature for 1.5 hours, then ultrasonicated for 2.5 hours. The solvent was distilled off under reduced pressure and the resulting residue was diluted with diethyl ether and filtered through Celite. The solvent was distilled off under reduced pressure and the resulting residue was... Reactants: C(#CC)C=1C=C(C(=O)O)C=CC1CCC (3-(Prop-1-ynyl)-4-propylbenzoic acid). The reagents and catalysts are [Pd] (Pd/C). Run in CCO (EtOH). Product: C(CC)C=1C=C(C(=O)O)C=CC1CCC (3,4-Dipropylbenzoic acid). The yield is 87.7%. As a reaction SMILES: [C:1]([C:4]1[CH:5]=[C:6]([CH:10]=[CH:11][C:12]=1[CH2:13][CH2:14][CH3:15])[C:7]([OH:9])=[O:8])#[C:2][CH3:3]>CCO.[Pd]>[CH2:1]([C:4]1[CH:5]=[C:6]([CH:10]=[CH:11][C:12]=1[CH2:13][CH2:14][CH3:15])[C:7]([OH:9])=[O:8])[CH2:2][CH3:3]. Reported procedure: A mixture of the product of Step B (0.19 g; 0.94 mmol) and 10% Pd/C (0.1 g) in EtOH (15 ml) was stirred over the weekend under H2 (10 psi; Parr apparatus). The catalyst was removed by filtration through Celite pad, washed with CH2Cl2 (2×20 ml) and combined filtrates were evaporated to dryness to give the title compound (0.17 g; 88%) as creamy solid. 1H-NMR (CDCl3) 0.93-1.0 (m, 6H); 1.55-1.69 (m, 4H); 2.6-2.66 (m, 4H); 6.6 (broad s, 1H); 7.2-7.27 (m, 1H+CDCl3); 7.83-7.88 (m, 2H).